The task is: describe an organic reaction: reactants, conditions, products, and yield. This data is from the Open Reaction Database (ORD), a public repository of structured organic reaction records. Reactants: N (ammonia), COC1=CC=C2C(=C(NC2=C1)C=1C=NC=NC1)CC1=CC=CC(=N1)C(=O)OC (methyl 6-(6-methoxy-2-pyrimidin-5-yl-1H-indol-3-ylmethyl)pyridine-2-carboxylate). Solvent: CO (methanol), O1CCCC1 (tetrahydrofuran). Yields the product COC1=CC=C2C(=C(NC2=C1)C=1C=NC=NC1)CC1=CC=CC(=N1)C(=O)N (6-(6-Methoxy-2-pyrimidin-5-yl-1H-indol-3-ylmethyl)pyridine-2-carboxamide). As a reaction SMILES: [CH3:1][O:2][C:3]1[CH:11]=[C:10]2[C:6]([C:7]([CH2:18][C:19]3[N:24]=[C:23]([C:25]([O:27]C)=O)[CH:22]=[CH:21][CH:20]=3)=[C:8]([C:12]3[CH:13]=[N:14][CH:15]=[N:16][CH:17]=3)[NH:9]2)=[CH:5][CH:4]=1.[NH3:29]>CO.O1CCCC1>[CH3:1][O:2][C:3]1[CH:11]=[C:10]2[C:6]([C:7]([CH2:18][C:19]3[N:24]=[C:23]([C:25]([NH2:29])=[O:27])[CH:22]=[CH:21][CH:20]=3)=[C:8]([C:12]3[CH:17]=[N:16][CH:15]=[N:14][CH:13]=3)[NH:9]2)=[CH:5][CH:4]=1. Procedure details: A mixture of methyl 6-(6-methoxy-2-pyrimidin-5-yl-1H-indol-3-ylmethyl)pyridine-2-carboxylate (466 mg), a solution of ammonia in methanol (about 7 mol/L, 18.6 mL) and tetrahydrofuran (6.2 mL) was stirred at room temperature for 48 hours. The precipitate was collected by filtration, washed with methanol, and then dried under reduced pressure to obtain the title compound (370 mg). 1H-NMR (DMSO-d6) δ ppm: 3.79 (3H, s), 4.44 (2H, s), 6.70 (1H, dd, J=2.3, 8.5 Hz), 6.89 (1H, d, J=2.3 Hz), 7.34-7.41 (1H...